Dataset: the Open Reaction Database (ORD), a public repository of structured organic reaction records. Task: describe an organic reaction: reactants, conditions, products, and yield The reactants are N#Cc1ccc(S(=O)(=O)Cl)cc1, CCNc1ccc(Cl)cc1[N+](=O)[O-], [H-], [Na+], C1CCOC1, O. Product: CCN(c1ccc(Cl)cc1[N+](=O)[O-])S(=O)(=O)c1ccc(C#N)cc1. Reaction SMILES: [C:16](#[N:17])[c:18]1[cH:19][cH:20][c:21]([S:24](=[O:25])(=[O:26])[Cl:27])[cH:22][cH:23]1.[Cl:3][c:4]1[cH:5][c:6]([N+:13](=[O:14])[O-:15])[c:7]([NH:8][CH2:9][CH3:10])[cH:11][cH:12]1.[H-:1].[Na+:2].[O:29]1[CH2:30][CH2:31][CH2:32][CH2:33]1.[OH2:28]>>[Cl:3][c:4]1[cH:5][c:6]([N+:13](=[O:14])[O-:15])[c:7]([N:8]([CH2:9][CH3:10])[S:24]([c:21]2[cH:20][cH:19][c:18]([C:16]#[N:17])[cH:23][cH:22]2)(=[O:25])=[O:26])[cH:11][cH:12]1. Yields the product CCNC(=O)NCc1cccc(-c2ccc(C(C)(C)CCCCCN3CCOCC3)cc2O)c1. Starting materials: [Al+3], CCNC(=O)NCc1cccc(-c2ccc(C(C)(C)CCCCC(=O)N3CCOCC3)cc2O)c1, [H-], [H-], [H-], [H-], [Li+], C1CCOC1. RXN SMILES: [Al+3:37].[CH3:1][C:2]([CH2:3][CH2:4][CH2:5][CH2:6][C:7](=[O:8])[N:9]1[CH2:10][CH2:11][O:12][CH2:13][CH2:14]1)([CH3:15])[c:16]1[cH:17][c:18]([OH:35])[c:19](-[c:22]2[cH:23][c:24]([CH2:28][NH:29][C:30](=[O:31])[NH:32][CH2:33][CH3:34])[cH:25][cH:26][cH:27]2)[cH:20][cH:21]1.[H-:36].[H-:39].[H-:40].[H-:41].[Li+:38].[O:42]1[CH2:43][CH2:44][CH2:45][CH2:46]1>>[CH3:1][C:2]([CH2:3][CH2:4][CH2:5][CH2:6][CH2:7][N:9]1[CH2:10][CH2:11][O:12][CH2:13][CH2:14]1)([CH3:15])[c:16]1[cH:17][c:18]([OH:35])[c:19](-[c:22]2[cH:23][c:24]([CH2:28][NH:29][C:30](=[O:31])[NH:32][CH2:33][CH3:34])[cH:25][cH:26][cH:27]2)[cH:20][cH:21]1.